The task is: describe an organic reaction: reactants, conditions, products, and yield. This data is from the Open Reaction Database (ORD), a public repository of structured organic reaction records. Reactants: CCCCN=C=O, C1CCOC1, Cn1c(N)nc2cc(CN3CCN(C(c4ccccc4)c4ccccc4)CC3)ccc21. Product: CCCCNC(=O)Nc1nc2cc(CN3CCN(C(c4ccccc4)c4ccccc4)CC3)ccc2n1C. RXN SMILES: [CH3:32][CH2:33][CH2:34][CH2:35][N:36]=[C:37]=[O:38].[O:39]1[CH2:40][CH2:41][CH2:42][CH2:43]1.[c:1]1([CH:7]([N:8]2[CH2:9][CH2:10][N:11]([CH2:14][c:15]3[cH:16][c:17]4[c:18]([n:19]([CH3:23])[c:20]([NH2:22])[n:21]4)[cH:24][cH:25]3)[CH2:12][CH2:13]2)[c:26]2[cH:27][cH:28][cH:29][cH:30][cH:31]2)[cH:2][cH:3][cH:4][cH:5][cH:6]1>>[c:1]1([CH:7]([N:8]2[CH2:9][CH2:10][N:11]([CH2:14][c:15]3[cH:16][c:17]4[c:18]([n:19]([CH3:23])[c:20]([NH:22][C:37]([NH:36][CH2:35][CH2:34][CH2:33][CH3:32])=[O:38])[n:21]4)[cH:24][cH:25]3)[CH2:12][CH2:13]2)[c:26]2[cH:27][cH:28][cH:29][cH:30][cH:31]2)[cH:2][cH:3][cH:4][cH:5][cH:6]1. Starting materials: CCOC1(c2ccc(C#Cc3ccc(CC(=O)OC)cc3)cc2C(C)C)CC1, CC#N, CCO, [Na+], C1CCOC1, [OH-], O. Product: CCOC1(c2ccc(C#Cc3ccc(CC(=O)O)cc3)cc2C(C)C)CC1. As a reaction SMILES: [CH2:1]([CH3:2])[O:3][C:4]1([c:7]2[c:8]([CH:26]([CH3:27])[CH3:28])[cH:9][c:10]([C:13]#[C:14][c:15]3[cH:16][cH:17][c:18]([CH2:21][C:22](=[O:23])[O:24][CH3:25])[cH:19][cH:20]3)[cH:11][cH:12]2)[CH2:5][CH2:6]1.[CH3:32][C:33]#[N:34].[CH3:35][CH2:36][OH:37].[Na+:30].[O:38]1[CH2:39][CH2:40][CH2:41][CH2:42]1.[OH-:29].[OH2:31]>>[CH2:1]([CH3:2])[O:3][C:4]1([c:7]2[c:8]([CH:26]([CH3:27])[CH3:28])[cH:9][c:10]([C:13]#[C:14][c:15]3[cH:16][cH:17][c:18]([CH2:21][C:22](=[O:23])[OH:24])[cH:19][cH:20]3)[cH:11][cH:12]2)[CH2:5][CH2:6]1. The product is CCCN(C(=S)n1ccnc1)c1ccccc1Cl. Reactants: CCCN(C(=S)Cl)c1ccccc1Cl, C1CCOC1, c1c[nH]cn1. As a reaction SMILES: [Cl:1][c:2]1[c:3]([N:8]([C:9](=[S:10])[Cl:11])[CH2:12][CH2:13][CH3:14])[cH:4][cH:5][cH:6][cH:7]1.[O:20]1[CH2:21][CH2:22][CH2:23][CH2:24]1.[nH:15]1[cH:16][n:17][cH:18][cH:19]1>>[Cl:1][c:2]1[c:3]([N:8]([C:9](=[S:10])[n:15]2[cH:16][n:17][cH:18][cH:19]2)[CH2:12][CH2:13][CH3:14])[cH:4][cH:5][cH:6][cH:7]1. Starting materials: CC#N, CC1(C)SC2C(N)C(=O)N2C1C(=O)O, O, OO. Yields the product CC1(C)C(C(=O)O)N2C(=O)C(N)C2S1=O. RXN SMILES: [CH3:17][C:18]#[N:19].[NH2:1][CH:2]1[CH:3]2[N:4]([CH:5]([C:10](=[O:11])[OH:12])[C:6]([CH3:8])([CH3:9])[S:7]2)[C:13]1=[O:14].[OH2:20].[OH:15][OH:16]>>[NH2:1][CH:2]1[CH:3]2[N:4]([CH:5]([C:10](=[O:11])[OH:12])[C:6]([CH3:8])([CH3:9])[S:7]2=[O:15])[C:13]1=[O:14].